Dataset: the Open Reaction Database (ORD), a public repository of structured organic reaction records. Task: describe an organic reaction: reactants, conditions, products, and yield Starting materials: C1(CC1)C=1N=C2C(=NC1)N(C=C2C(=O)O)COCC[Si](C)(C)C (2-cyclopropyl-5-(2-trimethylsilanyl-ethoxymethyl)-5H-pyrrolo[2,3-b]pyrazine-7-carboxylic acid), C=1C=CC2=C(C1)N=NN2O (HOBt), CCN(C(C)C)C(C)C (i-Pr2NEt), Cl.CS(=O)(=O)N1CC(CC1)N (1-methanesulfonyl-pyrrolidin-3-ylamine hydrochloride), C(CCl)Cl (EDC). Run in CN(C)C=O (DMF). Conditions: time 8 hour. Yields the product CS(=O)(=O)N1CC(CC1)NC(=O)C1=CN(C2=NC=C(N=C21)C2CC2)COCC[Si](C)(C)C (2-cyclopropyl-5-(2-trimethylsilanyl-ethoxymethyl)-5H-pyrrolo[2,3-b]pyrazine-7-carboxylic acid (1-methanesulfonyl-pyrrolidin-3-yl)-amide). Isolated yield 95.7%. As a reaction SMILES: [CH:1]1([C:4]2[N:5]=[C:6]3[C:12]([C:13]([OH:15])=O)=[CH:11][N:10]([CH2:16][O:17][CH2:18][CH2:19][Si:20]([CH3:23])([CH3:22])[CH3:21])[C:7]3=[N:8][CH:9]=2)[CH2:3][CH2:2]1.Cl.[CH3:25][S:26]([N:29]1[CH2:33][CH2:32][CH:31]([NH2:34])[CH2:30]1)(=[O:28])=[O:27].C(Cl)CCl.C1C=CC2N(O)N=NC=2C=1.CCN(C(C)C)C(C)C>CN(C=O)C>[CH3:25][S:26]([N:29]1[CH2:33][CH2:32][CH:31]([NH:34][C:13]([C:12]2[C:6]3[C:7](=[N:8][CH:9]=[C:4]([CH:1]4[CH2:2][CH2:3]4)[N:5]=3)[N:10]([CH2:16][O:17][CH2:18][CH2:19][Si:20]([CH3:23])([CH3:21])[CH3:22])[CH:11]=2)=[O:15])[CH2:30]1)(=[O:28])=[O:27] |f:1.2|. Procedure: In a round-bottomed flask were combined 2-cyclopropyl-5-(2-trimethylsilanyl-ethoxymethyl)-5H-pyrrolo[2,3-b]pyrazine-7-carboxylic acid (130 mg, 0.39 mmol), 1-methanesulfonyl-pyrrolidin-3-ylamine hydrochloride (134 mg, 0.66 mmol), EDC (82 mg, 0.43 mmol), and HOBt (58 mg, 0.43 mmol). Then added DMF (1.7 mL) followed by i-Pr2NEt (0.17 mL, 1.0 mmol). The reaction mixture was stirred at room temperature overnight then quenched with H2O and extracted with Et2O (2×). The combined organics were washed wi... Reactants: C(CC)NC1=NC(=NC(=N1)NCCC)NOCC(F)F (N-(4,6-bis-propylamino-[1,3,5]triazin-2-yl)-O-(2,2-difluoro-ethyl)-hydroxylamine), OS(=O)(=O)O (H2SO4). Reagents/catalysts: CCO (EtOH). The solvent is C(C)OCC (diethyl ether). The product is S(=O)(=O)(O)O.C(CC)NC1=NC(=NC(=N1)NCCC)NOCC(F)F (N-(4,6-bis-propylamino-[1,3,5]triazin-2-yl)-O-(2,2-difluoro-ethyl)-hydroxylamine hydrogen sulfate). The yield is 92.4%. As a reaction SMILES: [CH2:1]([NH:4][C:5]1[N:10]=[C:9]([NH:11][CH2:12][CH2:13][CH3:14])[N:8]=[C:7]([NH:15][O:16][CH2:17][CH:18]([F:20])[F:19])[N:6]=1)[CH2:2][CH3:3].[OH:21][S:22]([OH:25])(=[O:24])=[O:23]>C(OCC)C.CCO>[S:22]([OH:25])([OH:24])(=[O:23])=[O:21].[CH2:1]([NH:4][C:5]1[N:10]=[C:9]([NH:11][CH2:12][CH2:13][CH3:14])[N:8]=[C:7]([NH:15][O:16][CH2:17][CH:18]([F:20])[F:19])[N:6]=1)[CH2:2][CH3:3] |f:4.5|. Procedure: N-(4,6-bis-propylamino-[1,3,5]triazin-2-yl)-O-(2,2-difluoro-ethyl)-hydroxylamine (C, 1.02 g, 3.51 mmol) was reacted with 95% H2SO4 (0.19 mL, 3.51 mmol) in diethyl ether (3 mL) at 0° C. Two drops of EtOH were added, and the resultant crystals were filtered, washed with diethyl ether, and dried to yield N-(4,6-bis-propylamino-[1,3,5]triazin-2-yl)-O-(2,2-difluoro-ethyl)-hydroxylamine hydrogen sulfate (CI) (1.26 g, 93%). 400 MHz 1H NMR (DMSO-d6, ppm) 11.8-10.5 (1H, m) 8.8-8.4 (0.3H, br s) 8.36-7.53 ...